This data is from the Open Reaction Database (ORD), a public repository of structured organic reaction records. The task is: describe an organic reaction: reactants, conditions, products, and yield Starting materials: C1(CC1)CN([C@@H](C)C(=O)O)C1=CC(=C(C=C1)C#N)C#N (N-(cyclopropylmethyl)-N-(3,4-dicyanophenyl)alanine), C(C)N (ethylamine). The product is C1(CC1)CN([C@@H](C)C(=O)NCC)C1=CC(=C(C=C1)C#N)C#N (N2-(Cyclopropylmethyl)-N2-(3,4-dicyanophenyl)-N1-ethylalaninamide). RXN SMILES: [CH:1]1([CH2:4][N:5]([C:11]2[CH:16]=[CH:15][C:14]([C:17]#[N:18])=[C:13]([C:19]#[N:20])[CH:12]=2)[C@H:6]([C:8]([OH:10])=O)[CH3:7])[CH2:3][CH2:2]1.[CH2:21]([NH2:23])[CH3:22]>>[CH:1]1([CH2:4][N:5]([C:11]2[CH:16]=[CH:15][C:14]([C:17]#[N:18])=[C:13]([C:19]#[N:20])[CH:12]=2)[C@H:6]([C:8]([NH:23][CH2:21][CH3:22])=[O:10])[CH3:7])[CH2:2][CH2:3]1. Reported procedure: Synthesized in a manner similar to example 3 using N-(cyclopropylmethyl)-N-(3,4-dicyanophenyl)alanine and ethylamine: MS (ES) m/z 297 (M+1).